This data is from the Open Reaction Database (ORD), a public repository of structured organic reaction records. The task is: describe an organic reaction: reactants, conditions, products, and yield Starting materials: Cc1ccccc1, O=C(OC(Cl)(Cl)Cl)OC(Cl)(Cl)Cl, ClCCl, Nc1ccc(OCC(F)(F)F)cc1, [Na+], O=C([O-])O. Product: O=C=Nc1ccc(OCC(F)(F)F)cc1. RXN SMILES: [CH3:34][c:35]1[cH:36][cH:37][cH:38][cH:39][cH:40]1.[Cl:19][C:20]([Cl:21])([O:22][C:23](=[O:24])[O:25][C:26]([Cl:27])([Cl:28])[Cl:29])[Cl:30].[Cl:31][CH2:32][Cl:33].[F:1][C:2]([CH2:3][O:4][c:5]1[cH:6][cH:7][c:8]([NH2:11])[cH:9][cH:10]1)([F:12])[F:13].[Na+:18].[O-:14][C:15]([OH:16])=[O:17]>>[F:1][C:2]([CH2:3][O:4][c:5]1[cH:6][cH:7][c:8]([N:11]=[C:15]=[O:14])[cH:9][cH:10]1)([F:12])[F:13]. The reactants are C1[C@H]([C@H](OC2=CC(=CC(=C21)O)O)C3=CC(=C(C(=C3)O)O)O)OC(=O)C4=CC(=C(C(=C4)O)O)O (EGCG), N[C@@H](CC[S+](C[C@@H]1[C@H]([C@H]([C@H](N2C=NC3=C2N=CN=C3N)O1)O)O)C)C(O)=O (S-adenosyl-L-methionine). The product is C1=CC(=C(C=C1C2C(CC=3C(=CC(=CC3O2)O)O)O)O)O (catechin). As a reaction SMILES: [CH2:1]1[C:10]2[C:5](=[CH:6][C:7]([OH:12])=[CH:8][C:9]=2[OH:11])[O:4][C@H:3]([C:13]2[CH:18]=[C:17](O)[C:16]([OH:20])=[C:15]([OH:21])[CH:14]=2)[C@@H:2]1[O:22]C(C1C=C(O)C(O)=C(O)C=1)=O.N[C@H](C(=O)O)CC[S+](C)C[C@H]1O[C@@H](N2C3N=CN=C(N)C=3N=C2)[C@H](O)[C@@H]1O>>[CH:18]1[C:13]([CH:3]2[O:4][C:5]3[CH:6]=[C:7]([OH:12])[CH:8]=[C:9]([OH:11])[C:10]=3[CH2:1][CH:2]2[OH:22])=[CH:14][C:15]([OH:21])=[C:16]([OH:20])[CH:17]=1. Procedure details: The purified enzyme is suspended in a buffer having a pH of 4.5 to 8.5, preferably 6.5 to 8. To this suspension, EGCG or ECG is added along with S-adenosyl-L-methionine (SAM) and the reaction is allowed to proceed at 5 to 60° C., preferably at 20 to 40° C., to form a methylated catechin.